This data is from the Open Reaction Database (ORD), a public repository of structured organic reaction records. The task is: describe an organic reaction: reactants, conditions, products, and yield Starting materials: [BH4-], CC(C)(C)c1ccc(C=O)cc1, CO, CN(CCN)c1ccc(Cl)cc1, [Na+], O. The product is CN(CCNCc1ccc(C(C)(C)C)cc1)c1ccc(Cl)cc1. RXN SMILES: [BH4-:25].[C:1]([CH3:2])([CH3:3])([CH3:4])[c:5]1[cH:6][cH:7][c:8]([CH:9]=[O:10])[cH:11][cH:12]1.[CH3:28][OH:29].[Cl:13][c:14]1[cH:15][cH:16][c:17]([N:20]([CH2:21][CH2:22][NH2:23])[CH3:24])[cH:18][cH:19]1.[Na+:26].[OH2:27]>>[C:1]([CH3:2])([CH3:3])([CH3:4])[c:5]1[cH:6][cH:7][c:8]([CH2:9][NH:23][CH2:22][CH2:21][N:20]([c:17]2[cH:16][cH:15][c:14]([Cl:13])[cH:19][cH:18]2)[CH3:24])[cH:11][cH:12]1. The reactants are O1C(CCCC1)ONC(=O)[C@@H](C\C=C\C1=CC=CC=C1)[C@H](C(=O)NNCC(C)C)CC(C)C ((E)-2(R)-[1(S)-[(tetrahydro-2(RS)-pyranyloxy)carbamoyl)-4-phenyl-3-butenyl]-2′-isobutyl-4-methylvalerohydrazide), COCC(=O)O (methoxyacetic acid), C(C)N1CCOCC1 (N-ethylmorpholine), ON1N=NC2=C1C=CC=C2 (1-hydroxybenzotriazole), Cl.C(C)N=C=NCCCN(C)C (1-ethyl-3-(3-dimethylaminopropyl)-carbodiimide hydrochloride). The solvent is CN(C=O)C (dimethylformamide). Conditions: time 1 hour. The product is C(C(C)C)N(NC(CCC(C)C)=O)C(COC)=O (2′-isobutyl-2′-(2-methoxyacetyl)-4-methylvalerohydrazide). Reaction SMILES: [CH3:1][O:2][CH2:3][C:4]([OH:6])=O.C(N1CCOCC1)C.ON1C2C=CC=CC=2N=N1.Cl.C(N=C=NCCCN(C)C)C.O1CCCCC1ONC([C@H]([C@@H:57]([CH2:66][CH:67]([CH3:69])[CH3:68])[C:58]([NH:60][NH:61][CH2:62][CH:63]([CH3:65])[CH3:64])=[O:59])C/C=C/C1C=CC=CC=1)=O>CN(C)C=O>[CH2:62]([N:61]([C:4](=[O:6])[CH2:3][O:2][CH3:1])[NH:60][C:58](=[O:59])[CH2:57][CH2:66][CH:67]([CH3:69])[CH3:68])[CH:63]([CH3:65])[CH3:64] |f:3.4|. Procedure details: A solution of 0.180 g of methoxyacetic acid in 10 ml of dimethylformamide was treated in sequence with 0.254 ml of N-ethylmorpholine, 0.270 g of 1-hydroxybenzotriazole and 0.384 g of 1-ethyl-3-(3-dimethylaminopropyl)-carbodiimide hydrochloride. Stirring was continued at room temperature for 1 hour and then 0.459 g of (E)-2(R)-[1(S)-[(tetrahydro-2(RS)-pyranyloxy)carbamoyl)-4-phenyl-3-butenyl]-2′-isobutyl-4-methylvalerohydrazide was added. Stirring was continued at room temperature overnight and t...